Dataset: the Open Reaction Database (ORD), a public repository of structured organic reaction records. Task: describe an organic reaction: reactants, conditions, products, and yield Starting materials: [Na] (Sodium), CO (methanol), C(N)(=O)C=1N(C=CC1)NC(=O)C1=CC=C(C(=O)[O-])C=C1 (4-[(2-carbamoylpyrrol-1-yl)carbamoyl]benzoate). Yields the product COC(C1=CC=C(C=C1)C1=NN2C(C(N1)=O)=CC=C2)=O (4-(4-oxo-3,4-dihydro-pyrrolo[2,1-f][1,2,4]triazin-2-yl)-benzoic acid methyl ester). Reaction SMILES: [Na].[C:2]([C:5]1[N:6]([NH:10][C:11]([C:13]2[CH:21]=[CH:20][C:16]([C:17]([O-:19])=[O:18])=[CH:15][CH:14]=2)=O)[CH:7]=[CH:8][CH:9]=1)(=[O:4])[NH2:3].[CH3:22]O>>[CH3:22][O:19][C:17](=[O:18])[C:16]1[CH:20]=[CH:21][C:13]([C:11]2[NH:3][C:2](=[O:4])[C:5]3=[CH:9][CH:8]=[CH:7][N:6]3[N:10]=2)=[CH:14][CH:15]=1 |^1:0|. Reported procedure: Sodium (65.3 mg, 2.84 mmol) is dissolved in methanol (5.0 ml). Then 4-[(2-carbamoylpyrrol-1-yl)carbamoyl]benzoate (544 mg, 1.90 mmol) is added. The mixture is irradiated in a microwave reactor at 150° C. for 1 hour. The solvent is evaporated and the residue is triturated with water. The solid is filtered off and washed with water. The residue is chromatographed on a silica gel column with methanol/dichloromethane as eluent to give 4-(4-oxo-3,4-dihydro-pyrrolo[2,1-f][1,2,4]triazin-2-yl)-benzoic a... Reactants: [BH4-], CC(NC(=O)OCc1ccccc1)C(=O)C1(C(=O)OC(C)(C)C)CC1, CO, [Na+], O. The product is CC(NC(=O)OCc1ccccc1)C(O)C1(C(=O)OC(C)(C)C)CC1. RXN SMILES: [BH4-:26].[CH2:1]([c:2]1[cH:3][cH:4][cH:5][cH:6][cH:7]1)[O:8][C:9](=[O:10])[NH:11][CH:12]([C:13](=[O:14])[C:15]1([C:18](=[O:19])[O:20][C:21]([CH3:22])([CH3:23])[CH3:24])[CH2:16][CH2:17]1)[CH3:25].[CH3:29][OH:30].[Na+:27].[OH2:28]>>[CH2:1]([c:2]1[cH:3][cH:4][cH:5][cH:6][cH:7]1)[O:8][C:9](=[O:10])[NH:11][CH:12]([CH:13]([OH:14])[C:15]1([C:18](=[O:19])[O:20][C:21]([CH3:22])([CH3:23])[CH3:24])[CH2:16][CH2:17]1)[CH3:25].